From a dataset of the Open Reaction Database (ORD), a public repository of structured organic reaction records. describe an organic reaction: reactants, conditions, products, and yield Starting materials: COc1cc2c(Oc3ccc4cccnc4c3)ncnc2cc1OCc1ccccc1, O=C(O)C(F)(F)F. Product: COc1cc2c(Oc3ccc4cccnc4c3)ncnc2cc1O. As a reaction SMILES: [CH2:1]([c:2]1[cH:3][cH:4][cH:5][cH:6][cH:7]1)[O:8][c:9]1[c:10]([O:30][CH3:31])[cH:11][c:12]2[c:13]([O:19][c:20]3[cH:21][cH:22][c:23]4[cH:24][cH:25][cH:26][n:27][c:28]4[cH:29]3)[n:14][cH:15][n:16][c:17]2[cH:18]1.[OH:32][C:33]([C:34]([F:35])([F:36])[F:37])=[O:38]>>[OH:8][c:9]1[c:10]([O:30][CH3:31])[cH:11][c:12]2[c:13]([O:19][c:20]3[cH:21][cH:22][c:23]4[cH:24][cH:25][cH:26][n:27][c:28]4[cH:29]3)[n:14][cH:15][n:16][c:17]2[cH:18]1. The reactants are ClC1=C(C(=CC=C1)C(F)(F)F)C=1NC2=C(N1)C=CC(=C2)C(=O)Cl (2-(2-chloro-6-trifluoromethylphenyl)-3H-benzoimidazole-5-carbonyl chloride), N1=C(C=CC2=CC=CC=C12)N (quinolin-2-ylamine), CCN(C(C)C)C(C)C (DIPEA). The solvent is C1CCOC1 (THF). Run at temperature 60 celsius. Yields the product N1=C(C=CC2=CC=CC=C12)NC(=O)C1=CC2=C(N=C(N2)C2=C(C=CC=C2C(F)(F)F)Cl)C=C1 (2-(2-chloro-6-trifluoromethylphenyl)-3H-benzoimidazole-5-carboxylic acid quinolin-2-ylamide). RXN SMILES: [Cl:1][C:2]1[CH:7]=[CH:6][CH:5]=[C:4]([C:8]([F:11])([F:10])[F:9])[C:3]=1[C:12]1[NH:13][C:14]2[CH:20]=[C:19]([C:21](Cl)=[O:22])[CH:18]=[CH:17][C:15]=2[N:16]=1.[N:24]1[C:33]2[C:28](=[CH:29][CH:30]=[CH:31][CH:32]=2)[CH:27]=[CH:26][C:25]=1[NH2:34].CCN(C(C)C)C(C)C>C1COCC1>[N:24]1[C:33]2[C:28](=[CH:29][CH:30]=[CH:31][CH:32]=2)[CH:27]=[CH:26][C:25]=1[NH:34][C:21]([C:19]1[CH:18]=[CH:17][C:15]2[N:16]=[C:12]([C:3]3[C:4]([C:8]([F:10])([F:11])[F:9])=[CH:5][CH:6]=[CH:7][C:2]=3[Cl:1])[NH:13][C:14]=2[CH:20]=1)=[O:22]. Procedure details: To a stirred suspension of 2-(2-chloro-6-trifluoromethylphenyl)-3H-benzoimidazole-5-carbonyl chloride (394 mg, 1.0 mmol) and quinolin-2-ylamine (144 mg, 1.0 mmol) in THF (6 mL) was added DIPEA (0.53 ml, 3.0 mmol). The solution was heated at 60° C. for 2 days and the reaction was quenched with water and aqueous layer was extracted with EtOAc. The organic layer was washed with water, brine, dried with MgSO4, and filtered. The solvent was removed under reduced pressure and the residue was purified ... Starting materials: BrC1=CC(=C(C=C1)C(C(C(F)(F)F)(O)C=1C=NC(=CC1)OC)C)Cl (3-(4-bromo-2-chloro-phenyl)-1,1,1-trifluoro-2-(6-methoxy-pyridin-3-yl)-butan-2-ol), ClC=1C=C(C=CC1C(=O)OC)B(O)O (3-chloro-4-methoxycarbonylphenylboronic acid). Yields the product COC(=O)C1=C(C=C(C=C1)C1=CC(=C(C=C1)C(C(C(F)(F)F)(C=1C=NC(=CC1)OC)O)C)Cl)Cl (3,3′-Dichloro-4′-[3,3,3-trifluoro-2-hydroxy-2-(6-methoxy-pyridin-3-yl)-1-methyl-propyl]-biphenyl-4-carboxylic acid methyl ester). RXN SMILES: Br[C:2]1[CH:7]=[CH:6][C:5]([CH:8]([CH3:23])[C:9]([C:15]2[CH:16]=[N:17][C:18]([O:21][CH3:22])=[CH:19][CH:20]=2)([OH:14])[C:10]([F:13])([F:12])[F:11])=[C:4]([Cl:24])[CH:3]=1.[Cl:25][C:26]1[CH:27]=[C:28](B(O)O)[CH:29]=[CH:30][C:31]=1[C:32]([O:34][CH3:35])=[O:33]>>[CH3:35][O:34][C:32]([C:31]1[CH:30]=[CH:29][C:28]([C:2]2[CH:7]=[CH:6][C:5]([CH:8]([CH3:23])[C:9]([OH:14])([C:15]3[CH:16]=[N:17][C:18]([O:21][CH3:22])=[CH:19][CH:20]=3)[C:10]([F:13])([F:12])[F:11])=[C:4]([Cl:24])[CH:3]=2)=[CH:27][C:26]=1[Cl:25])=[O:33]. Reported procedure: In analogy to Example 150, step 2, 3-(4-bromo-2-chloro-phenyl)-1,1,1-trifluoro-2-(6-methoxy-pyridin-3-yl)-butan-2-ol (Example 175, step 3) was reacted with 3-chloro-4-methoxycarbonylphenylboronic acid to give the title compound as a colorless foam. MS (m/e)=514.4 [M+H+].